Dataset: the Open Reaction Database (ORD), a public repository of structured organic reaction records. Task: describe an organic reaction: reactants, conditions, products, and yield Starting materials: BrC1=CC2=C(C=C1)C=1CN(CCC1O2)C(=O)OC(C)(C)C (tert-butyl 7-bromo-3,4-dihydrobenzofuro[3,2-c]pyridine-2(1H)-carboxylate), C1(=CC=CC=C1)S(=O)[O-].[Na+] (sodium benzenesulfinate). Yields the product C1(=CC=CC=C1)S(=O)(=O)C1=CC2=C(C=C1)C=1CN(CCC1O2)C(=O)OC(C)(C)C (tert-butyl 7-(phenylsulfonyl)-3,4-dihydrobenzofuro[3,2-c]pyridine-2(1H)-carboxylate). Isolated yield 29.0%. As a reaction SMILES: Br[C:2]1[CH:7]=[CH:6][C:5]2[C:8]3[CH2:9][N:10]([C:15]([O:17][C:18]([CH3:21])([CH3:20])[CH3:19])=[O:16])[CH2:11][CH2:12][C:13]=3[O:14][C:4]=2[CH:3]=1.[C:22]1([S:28]([O-:30])=[O:29])[CH:27]=[CH:26][CH:25]=[CH:24][CH:23]=1.[Na+]>>[C:22]1([S:28]([C:2]2[CH:7]=[CH:6][C:5]3[C:8]4[CH2:9][N:10]([C:15]([O:17][C:18]([CH3:21])([CH3:20])[CH3:19])=[O:16])[CH2:11][CH2:12][C:13]=4[O:14][C:4]=3[CH:3]=2)(=[O:30])=[O:29])[CH:27]=[CH:26][CH:25]=[CH:24][CH:23]=1 |f:1.2|. Procedure details: The product of step C was coupled with sodium benzenesulfinate following the procedure of Example 29, step C. Purification by flash column chromatography (SiO2, 85:15 hexanes/ethyl acetate) provided tert-butyl 7-(phenylsulfonyl)-3,4-dihydrobenzofuro[3,2-c]pyridine-2(1H)-carboxylate (31 mg, 29%) as light yellow solid: 1H NMR (CDCl3, 300 MHz) δ 8.06 (d, J=1.2 Hz, 1H), 7.98-7.91 (m, 2H), 7.81 (dd, J=8.1 Hz, 1.2 Hz, 1H), 7.56-7.45 (m, 4H), 4.54 (s, 2H), 3.82 (t, J=5.4 Hz, 2H), 2.88 (t, J=5.7 Hz, 2H)... Reactants: CC(C)(C)OC(=O)C(CNC(=O)c1ccc(OCCCn2ccnc2)cc1)NS(=O)(=O)c1ccccc1, CCOC(C)=O, Cl. Yields the product O=C(NCC(NS(=O)(=O)c1ccccc1)C(=O)O)c1ccc(OCCCn2ccnc2)cc1. As a reaction SMILES: [C:1]([CH3:2])([CH3:3])([CH3:4])[O:5][C:6]([CH:7]([CH2:8][NH:9][C:10]([c:11]1[cH:12][cH:13][c:14]([O:17][CH2:18][CH2:19][CH2:20][n:21]2[cH:22][n:23][cH:24][cH:25]2)[cH:15][cH:16]1)=[O:26])[NH:27][S:28](=[O:29])(=[O:30])[c:31]1[cH:32][cH:33][cH:34][cH:35][cH:36]1)=[O:37].[CH3:39][CH2:40][O:41][C:42]([CH3:43])=[O:44].[ClH:38]>>[O:5]=[C:6]([CH:7]([CH2:8][NH:9][C:10]([c:11]1[cH:12][cH:13][c:14]([O:17][CH2:18][CH2:19][CH2:20][n:21]2[cH:22][n:23][cH:24][cH:25]2)[cH:15][cH:16]1)=[O:26])[NH:27][S:28](=[O:29])(=[O:30])[c:31]1[cH:32][cH:33][cH:34][cH:35][cH:36]1)[OH:37]. Starting materials: FC=1C=C(C=CC1OC)C=1C=C(C(NN1)=O)C(=O)OC (6-(3-fluoro-4-methoxyphenyl)-4-methoxycarbonyl-2H-pyridazin-3-one), CS(=O)(=O)OCCCC1=CC=C(C=C1)Cl (3-(4-chlorophenyl)-1-propanol methanesulfonate). Yields the product C(=O)(O)C=1C(N(N=C(C1)C1=CC(=C(C=C1)OC)F)CCCC1=CC=C(C=C1)Cl)=O (4-carboxy-2-[3-(4-chlorophenyl)propyl]-6-(3-fluoro-4-methoxyphenyl)-2H-pyridazin-3-one). The yield is 56.1%. RXN SMILES: [F:1][C:2]1[CH:3]=[C:4]([C:10]2[CH:11]=[C:12]([C:17]([O:19]C)=[O:18])[C:13](=[O:16])[NH:14][N:15]=2)[CH:5]=[CH:6][C:7]=1[O:8][CH3:9].CS(O[CH2:26][CH2:27][CH2:28][C:29]1[CH:34]=[CH:33][C:32]([Cl:35])=[CH:31][CH:30]=1)(=O)=O>>[C:17]([C:12]1[C:13](=[O:16])[N:14]([CH2:26][CH2:27][CH2:28][C:29]2[CH:34]=[CH:33][C:32]([Cl:35])=[CH:31][CH:30]=2)[N:15]=[C:10]([C:4]2[CH:5]=[CH:6][C:7]([O:8][CH3:9])=[C:2]([F:1])[CH:3]=2)[CH:11]=1)([OH:19])=[O:18]. Reported procedure: Following the procedure of Example 1(6), 6-(3-fluoro-4-methoxyphenyl)-4-methoxycarbonyl-2H-pyridazin-3-one and 3-(4-chlorophenyl)-1-propanol methanesulfonate were reacted. Without purification, the reaction product was reacted further following the procedure of Example 1(7) to yield the title compound as a pale yellow solid (yield: 56.1%).